Task: describe an organic reaction: reactants, conditions, products, and yield. Dataset: the Open Reaction Database (ORD), a public repository of structured organic reaction records Reactants: ClC=1C=NC=2N(C1)N=C(C2)C(=O)O (6-chloro-pyrazolo[1,5-a]pyrimidine-2-carboxylic acid), N1(CCOCC1)C=1C=C2CCNCC2=CC1 (6-morpholin-4-yl-1,2,3,4-tetrahydro-isoquinoline). The product is ClC=1C=NC=2N(C1)N=C(C2)C(=O)N2CC1=CC=C(C=C1CC2)N2CCOCC2 ((6-Chloro-pyrazolo[1,5-a]pyrimidin-2-yl)-(6-morpholin-4-yl-3,4-dihydro-1H-isoquinolin-2-yl)-methanone). RXN SMILES: [Cl:1][C:2]1[CH:3]=[N:4][C:5]2[N:6]([N:8]=[C:9]([C:11]([OH:13])=O)[CH:10]=2)[CH:7]=1.[N:14]1([C:20]2[CH:21]=[C:22]3[C:27](=[CH:28][CH:29]=2)[CH2:26][NH:25][CH2:24][CH2:23]3)[CH2:19][CH2:18][O:17][CH2:16][CH2:15]1>>[Cl:1][C:2]1[CH:3]=[N:4][C:5]2[N:6]([N:8]=[C:9]([C:11]([N:25]3[CH2:24][CH2:23][C:22]4[C:27](=[CH:28][CH:29]=[C:20]([N:14]5[CH2:19][CH2:18][O:17][CH2:16][CH2:15]5)[CH:21]=4)[CH2:26]3)=[O:13])[CH:10]=2)[CH:7]=1. Procedure details: In close analogy to the procedure described in Example 1, 6-chloro-pyrazolo[1,5-a]pyrimidine-2-carboxylic acid is reacted with 6-morpholin-4-yl-1,2,3,4-tetrahydro-isoquinoline to provide the title compound in moderate yield. Reactants: CCOC(=O)Nc1ccc(-c2nnc(CSCCOc3ccccc3)o2)cc1, CN(C)CCCNCc1ccccc1. The product is CN(C)CCCN(Cc1ccccc1)C(=O)Nc1ccc(-c2nnc(CSCCOc3ccccc3)o2)cc1. RXN SMILES: [CH2:1]([O:3][C:4](=[O:2])[NH:5][c:6]1[cH:7][cH:8][c:9](-[c:12]2[o:13][c:14]([CH2:17][S:18][CH2:19][CH2:20][O:21][c:22]3[cH:23][cH:24][cH:25][cH:26][cH:27]3)[n:15][n:16]2)[cH:10][cH:11]1)[CH3:28].[CH2:29]([c:30]1[cH:31][cH:32][cH:33][cH:34][cH:35]1)[NH:36][CH2:37][CH2:38][CH2:39][N:40]([CH3:41])[CH3:42]>>[O:3]=[C:4]([NH:5][c:6]1[cH:7][cH:8][c:9](-[c:12]2[o:13][c:14]([CH2:17][S:18][CH2:19][CH2:20][O:21][c:22]3[cH:23][cH:24][cH:25][cH:26][cH:27]3)[n:15][n:16]2)[cH:10][cH:11]1)[N:36]([CH2:29][c:30]1[cH:31][cH:32][cH:33][cH:34][cH:35]1)[CH2:37][CH2:38][CH2:39][N:40]([CH3:41])[CH3:42]. The reactants are C(=O)N1CCOCC1 (4-Formylmorpholine), C(C)(C)(C)OC(=O)N1CC2=CC=CC(=C2CC1)Br (5-bromo-3,4-dihydro-1H-isoquinoline-2-carboxylic acid tert-butyl ester), C(C)(C)(C)[Li] (tert-butyllithium), hexanes, [Cl-].[NH4+] (Ammonium chloride). The solvent is C(C)OCC (diethyl ether), C(C)OCC (diethyl ether). Product: C(C)(C)(C)OC(=O)N1CC2=CC=CC(=C2CC1)C=O (5-formyl-3,4-dihydro-1H-isoquinoline-2-carboxylic acid tert-butyl ester). Isolated yield 13.6%. As a reaction SMILES: [C:1]([O:5][C:6]([N:8]1[CH2:17][CH2:16][C:15]2[C:10](=[CH:11][CH:12]=[CH:13][C:14]=2Br)[CH2:9]1)=[O:7])([CH3:4])([CH3:3])[CH3:2].C([Li])(C)(C)C.[CH:24](N1CCOCC1)=[O:25].[Cl-].[NH4+]>C(OCC)C>[C:1]([O:5][C:6]([N:8]1[CH2:17][CH2:16][C:15]2[C:10](=[CH:11][CH:12]=[CH:13][C:14]=2[CH:24]=[O:25])[CH2:9]1)=[O:7])([CH3:4])([CH3:3])[CH3:2] |f:3.4|. Procedure: A solution of 5-bromo-3,4-dihydro-1H-isoquinoline-2-carboxylic acid tert-butyl ester 19a (3.87 g, 12.39 mmol) in diethyl ether (60 mL) was cooled to −100° C. A solution of 1.7 M tert-butyllithium in hexanes (16.04 mL, 27.27 mmol) was added dropwise. After the addition, stirring was continued for 30 min to −100° C. 4-Formylmorpholine (1.87 mL, 18.59 mmol) in diethyl ether (10 mL) was added all at once and the reaction was stirred for an additional 1 h. The mixture was then allowed to reach room t... Starting materials: CCOC(=O)C1CCN(c2ccccn2)CC1C(=O)Nc1ccc(C)c(I)c1, CCOC(C)=O, CCn1ccc2ccc(NC(=O)c3ccc(Cl)nc3)cc21, CCOC(=O)C1CCNCC1. Yields the product CCOC(=O)C1CCN(c2ccc(C(=O)Nc3ccc4ccn(CC)c4c3)cn2)CC1. RXN SMILES: [CH2:33]([O:34][C:35]([CH:36]1[CH:37]([C:38](=[O:39])[NH:40][c:41]2[cH:42][cH:43][c:44]([CH3:45])[c:46]([I:47])[cH:48]2)[CH2:49][N:50]([c:51]2[cH:52][cH:53][cH:54][cH:55][n:56]2)[CH2:57][CH2:58]1)=[O:59])[CH3:60].[CH3:61][CH2:62][O:63][C:64]([CH3:65])=[O:66].[Cl:1][c:2]1[n:3][cH:4][c:5]([C:6](=[O:7])[NH:8][c:9]2[cH:10][cH:11][c:12]3[cH:13][cH:14][n:15]([CH2:18][CH3:19])[c:16]3[cH:17]2)[cH:20][cH:21]1.[NH:22]1[CH2:23][CH2:24][CH:25]([C:26](=[O:27])[O:28][CH2:29][CH3:30])[CH2:31][CH2:32]1>>[c:2]1([N:22]2[CH2:23][CH2:24][CH:25]([C:26](=[O:27])[O:28][CH2:29][CH3:30])[CH2:31][CH2:32]2)[n:3][cH:4][c:5]([C:6](=[O:7])[NH:8][c:9]2[cH:10][cH:11][c:12]3[cH:13][cH:14][n:15]([CH2:18][CH3:19])[c:16]3[cH:17]2)[cH:20][cH:21]1. The reactants are OC1=NOC(=C1C)C(=O)O (3-Hydroxy-4-methylisoxazole-5-carboxylic acid), Cl (HCl), CCO (EtOH). The product is OC1=NOC(=C1C)C(=O)OCC (Ethyl 3-Hydroxy-4-methylisoxazole-5-carboxylate). The yield is 100.0%. RXN SMILES: [OH:1][C:2]1[C:6]([CH3:7])=[C:5]([C:8]([OH:10])=[O:9])[O:4][N:3]=1.Cl.[CH3:12][CH2:13]O>>[OH:1][C:2]1[C:6]([CH3:7])=[C:5]([C:8]([O:10][CH2:12][CH3:13])=[O:9])[O:4][N:3]=1. Reported procedure: 3-Hydroxy-4-methylisoxazole-5-carboxylic acid (6.0 g, 42 mmol) and a saturated solution of HCl in EtOH (110 mL) was boiled under reflux for 4 h. The solution was concentrated in vacuo and the residue dissolved in EtOAc, dried (MgSO4) and evaporated in vacuo to give crude title compound (7.2 g, 100%). A small sample was recrystallized (EtOAc/heptane) to give colorless crystals: mp 133-134° C. The crude product was used in the next step without further purification. Starting materials: Cl, [I-], O=N[O-], COC(=O)c1cc(N)c2cc[nH]c2c1, [Na+], [Na+], O. Product: COC(=O)c1cc(I)c2cc[nH]c2c1. As a reaction SMILES: [ClH:15].[I-:21].[N:16]([O-:17])=[O:18].[NH2:1][c:2]1[c:3]2[cH:4][cH:5][nH:6][c:7]2[cH:8][c:9]([C:11](=[O:12])[O:13][CH3:14])[cH:10]1.[Na+:19].[Na+:20].[OH2:22]>>[c:2]1([I:21])[c:3]2[cH:4][cH:5][nH:6][c:7]2[cH:8][c:9]([C:11](=[O:12])[O:13][CH3:14])[cH:10]1. Reactants: CN1CC2CN(CC(C1)C2O)C (3,7-dimethyl-3,7-diazabicyclo[3.3.1]nonane-9-ol), C(C1=CC=CC=C1)(C1=CC=CC=C1)Br (benzhydryl bromide), C(\C=C\C(=O)[O-])(=O)[O-] (fumarate). The solvent is CO (methanol). Yields the product C(\C=C\C(=O)O)(=O)O.CN1CC2CN(CC(C1)C2OC(C2=CC=CC=C2)C2=CC=CC=C2)C (3,7-Dimethyl-9-benzhydryloxy-3,7-diazabicyclo[3.3.1]nonane fumarate). Isolated yield 50.0%. As a reaction SMILES: [CH3:1][N:2]1[CH2:9][CH:8]2[CH:10]([OH:11])[CH:4]([CH2:5][N:6]([CH3:12])[CH2:7]2)[CH2:3]1.[CH:13](Br)([C:20]1[CH:25]=[CH:24][CH:23]=[CH:22][CH:21]=1)[C:14]1[CH:19]=[CH:18][CH:17]=[CH:16][CH:15]=1.[C:27]([O-:34])(=[O:33])/[CH:28]=[CH:29]/[C:30]([O-:32])=[O:31]>CO>[C:27]([OH:34])(=[O:33])/[CH:28]=[CH:29]/[C:30]([OH:32])=[O:31].[CH3:12][N:6]1[CH2:5][CH:4]2[CH:10]([O:11][CH:13]([C:14]3[CH:19]=[CH:18][CH:17]=[CH:16][CH:15]=3)[C:20]3[CH:25]=[CH:24][CH:23]=[CH:22][CH:21]=3)[CH:8]([CH2:9][N:2]([CH3:1])[CH2:3]2)[CH2:7]1 |f:4.5|. Reported procedure: 10 g of 3,7-dimethyl-3,7-diazabicyclo[3.3.1]nonane-9-ol are reacted with 24.7 g of benzhydryl bromide as described in Example 1. The product is converted into its fumarate, the salt is dissolved in methanol, and precipitated with methylethyl-ketone. 3,7-Dimethyl-9-benzhydryloxy-3,7-diazabicyclo[3.3.1]nonane fumarate is obtained with a yield of 50%; m.p.: 200°-201° C. The reactants are Cl (HCl), BrC=1C=C(C(=C(C1)C=1C(NC2(C1O)CCN(CC2)OC)=O)C)F (3-(5-bromo-3-fluoro-2-methyl-phenyl)-4-hydroxy-8-methoxy-1,8-diaza-spiro[4.5]dec-3-en-2-one), ClC(=O)OCC (ethyl chloroformate), N1=CC=CC=C1 (pyridine). The solvent is C(C)#N (acetonitrile). Reaction conditions: time 1 hour. Yields the product C(C)OC(OC1=C(C(NC12CCN(CC2)OC)=O)C2=C(C(=CC(=C2)Br)F)C)=O (Carbonic acid 3-(5-bromo-3-fluoro-2-methyl-phenyl)-8-methoxy-2-oxo-1,8-diaza-spiro[4.5]dec-3-en-4-yl ester ethyl ester). Reaction SMILES: [Br:1][C:2]1[CH:3]=[C:4]([F:23])[C:5]([CH3:22])=[C:6]([C:8]2[C:9](=[O:21])[NH:10][C:11]3([CH2:18][CH2:17][N:16]([O:19][CH3:20])[CH2:15][CH2:14]3)[C:12]=2[OH:13])[CH:7]=1.Cl[C:25]([O:27][CH2:28][CH3:29])=[O:26].N1C=CC=CC=1.Cl>C(#N)C>[CH2:28]([O:27][C:25](=[O:26])[O:13][C:12]1[C:11]2([CH2:18][CH2:17][N:16]([O:19][CH3:20])[CH2:15][CH2:14]2)[NH:10][C:9](=[O:21])[C:8]=1[C:6]1[CH:7]=[C:2]([Br:1])[CH:3]=[C:4]([F:23])[C:5]=1[CH3:22])[CH3:29]. Reported procedure: To a solution of 3-(5-bromo-3-fluoro-2-methyl-phenyl)-4-hydroxy-8-methoxy-1,8-diaza-spiro[4.5]dec-3-en-2-one (350 mg) and ethyl chloroformate (77 μl) in acetonitrile (2 ml) was added pyridine (80 μA) and the reaction mixture stirred at room temperature for one hour. The mixture was poured on diluted HCl and extracted with ethyl acetate (3×). The combined organic layers were washed with brine, dried over sodium sulfate and concentrated. The residue was purified by chromatography on silica gel (et...